From a dataset of the Open Reaction Database (ORD), a public repository of structured organic reaction records. describe an organic reaction: reactants, conditions, products, and yield Reactants: CCOCCn1c(C(=O)C2CCNCC2)nc2ccccc21, COc1cc(C(=O)N2CCC(CCS(C)(=O)=O)(c3ccc(Cl)c(Cl)c3)C2)cc(OC)c1OC. Product: CCOCCn1c(C(=O)C2CCN(CCC3(c4ccc(Cl)c(Cl)c4)CCN(C(=O)c4cc(OC)c(OC)c(OC)c4)C3)CC2)nc2ccccc21. RXN SMILES: [CH2:34]([CH3:35])[O:36][CH2:37][CH2:38][n:39]1[c:40]([C:48](=[O:49])[CH:50]2[CH2:51][CH2:52][NH:53][CH2:54][CH2:55]2)[n:41][c:42]2[c:43]1[cH:44][cH:45][cH:46][cH:47]2.[CH3:1][O:2][c:3]1[cH:4][c:5]([C:6](=[O:7])[N:8]2[CH2:9][C:10]([CH2:13][CH2:14][S:15]([CH3:16])(=[O:17])=[O:18])([c:19]3[cH:20][c:21]([Cl:26])[c:22]([Cl:25])[cH:23][cH:24]3)[CH2:11][CH2:12]2)[cH:27][c:28]([O:32][CH3:33])[c:29]1[O:30][CH3:31]>>[CH3:1][O:2][c:3]1[cH:4][c:5]([C:6](=[O:7])[N:8]2[CH2:9][C:10]([CH2:13][CH2:14][N:53]3[CH2:52][CH2:51][CH:50]([C:48]([c:40]4[n:39]([CH2:38][CH2:37][O:36][CH2:34][CH3:35])[c:43]5[c:42]([n:41]4)[cH:47][cH:46][cH:45][cH:44]5)=[O:49])[CH2:55][CH2:54]3)([c:19]3[cH:20][c:21]([Cl:26])[c:22]([Cl:25])[cH:23][cH:24]3)[CH2:11][CH2:12]2)[cH:27][c:28]([O:32][CH3:33])[c:29]1[O:30][CH3:31]. Yields the product FC1=C(C=CC(=C1O)F)C(C(O)(C(F)(F)F)CSC1=NC=CC=N1)NC1=C2C=CC(=NC2=CC=C1)C (2,4-Difluoro-α-{[(pyrimidin-2-yl)sulfanyl]methyl}-3-hydroxy-β-[(2-methylquinolin-5-yl)amino]-α-(trifluoromethyl)-benzeneethanol). Reported procedure: Analogously to example 10 59 mg 2,4-Difluoro-α-{[(pyrimidin-2-yl)sulfanyl]methyl}-3-methoxy-β-[(2-methylquinolin-5-yl)amino]-α-(trifluoromethyl)-benzeneethanol in 5 ml dichloromethane are treated with 4.4 ml of a 1 M solution of boron tribromide in dichloromethane at −30° C. The typical work up after 22 hours at room temperature and chromatography on silica gel (acetone in hexane 10-50%) yields 44 mg of the desired product. Starting materials: solution, B(Br)(Br)Br (boron tribromide), FC1=C(C=CC(=C1OC)F)C(C(O)(C(F)(F)F)CSC1=NC=CC=N1)NC1=C2C=CC(=NC2=CC=C1)C (2,4-Difluoro-α-{[(pyrimidin-2-yl)sulfanyl]methyl}-3-methoxy-β-[(2-methylquinolin-5-yl)amino]-α-(trifluoromethyl)-benzeneethanol). Reaction conditions: time 22 hour. Solvent: ClCCl (dichloromethane), ClCCl (dichloromethane). RXN SMILES: [F:1][C:2]1[C:7]([O:8]C)=[C:6]([F:10])[CH:5]=[CH:4][C:3]=1[CH:11]([NH:26][C:27]1[CH:36]=[CH:35][CH:34]=[C:33]2[C:28]=1[CH:29]=[CH:30][C:31]([CH3:37])=[N:32]2)[C:12]([CH2:18][S:19][C:20]1[N:25]=[CH:24][CH:23]=[CH:22][N:21]=1)([C:14]([F:17])([F:16])[F:15])[OH:13].B(Br)(Br)Br>ClCCl>[F:1][C:2]1[C:7]([OH:8])=[C:6]([F:10])[CH:5]=[CH:4][C:3]=1[CH:11]([NH:26][C:27]1[CH:36]=[CH:35][CH:34]=[C:33]2[C:28]=1[CH:29]=[CH:30][C:31]([CH3:37])=[N:32]2)[C:12]([CH2:18][S:19][C:20]1[N:21]=[CH:22][CH:23]=[CH:24][N:25]=1)([C:14]([F:17])([F:16])[F:15])[OH:13]. The reactants are CC(Br)Br, Cc1ccccc1Br, [Cl-], O=C1CCN(CCCc2noc3cc(F)ccc23)CC1, [Mg], [NH4+], C1CCOC1, O. The product is Cl, Cc1ccccc1C1(O)CCN(CCCc2noc3cc(F)ccc23)CC1. As a reaction SMILES: [Br:2][CH:3]([Br:4])[CH3:5].[Br:6][c:7]1[c:8]([CH3:13])[cH:9][cH:10][cH:11][cH:12]1.[Cl-:34].[F:14][c:15]1[cH:16][c:17]2[c:18]([c:19]([CH2:22][CH2:23][CH2:24][N:25]3[CH2:26][CH2:27][C:28](=[O:31])[CH2:29][CH2:30]3)[n:20][o:21]2)[cH:32][cH:33]1.[Mg:1].[NH4+:35].[O:37]1[CH2:38][CH2:39][CH2:40][CH2:41]1.[OH2:36]>>[ClH:34].[c:7]1([C:28]2([OH:31])[CH2:27][CH2:26][N:25]([CH2:24][CH2:23][CH2:22][c:19]3[c:18]4[c:17]([cH:16][c:15]([F:14])[cH:33][cH:32]4)[o:21][n:20]3)[CH2:30][CH2:29]2)[c:8]([CH3:13])[cH:9][cH:10][cH:11][cH:12]1. Reactants: N1=CC=C(C2=CC=CC=C12)O (4-quinolinol), O.NN (hydrazine hydrate), N (ammonia). The solvent is Cl (hydrochloric acid), solution, 30g. The product is N1N=C(C=C1)C1=C(N)C=CC=C1 (2-(1H-pyrazol-3-yl)aniline). Reaction SMILES: [N:1]1[C:10]2[C:5](=[CH:6][CH:7]=[CH:8][CH:9]=2)[C:4](O)=[CH:3][CH:2]=1.O.[NH2:13][NH2:14].N>Cl>[NH:13]1[CH:2]=[CH:3][C:4]([C:5]2[CH:6]=[CH:7][CH:8]=[CH:9][C:10]=2[NH2:1])=[N:14]1 |f:1.2|. Procedure: 1.1. 10.0 g of 4-quinolinol in 30g of hydrazine hydrate are heated to 170° C. in an autoclave for 6 h. After cooling, the reaction mixture is dissolved in aqueous hydrochloric acid (total volume of the solution about 300 ml, pH about 1). Then, the mixture is made slightly alkaline (pH about 9) with concentrated aqueous ammonia solution. The separated crystals are filtered off and dried. There are obtained 8.0 g of 2-(1H-pyrazol-3-yl)aniline of m.p. 122°-123° C. Reactants: OCCO, CCc1nc2c(C)cc(C)nc2n1Cc1ccc2c(c1)OCc1ccccc1C2=CC#N, [Na+], [OH-], O. Reaction SMILES: [CH2:35]([OH:36])[CH2:37][OH:38].[CH3:1][c:2]1[cH:3][c:4]([CH3:32])[c:5]2[c:6]([n:7]1)[n:8]([CH2:13][c:14]1[cH:15][cH:16][c:17]3[c:18]([cH:31]1)[O:19][CH2:20][c:21]1[c:22]([cH:27][cH:28][cH:29][cH:30]1)[C:23]3=[CH:24][C:25]#[N:26])[c:9]([CH2:11][CH3:12])[n:10]2.[Na+:34].[OH-:33].[OH2:39]>>[CH3:1][c:2]1[cH:3][c:4]([CH3:32])[c:5]2[c:6]([n:7]1)[n:8]([CH2:13][c:14]1[cH:15][cH:16][c:17]3[c:18]([cH:31]1)[O:19][CH2:20][c:21]1[c:22]([cH:27][cH:28][cH:29][cH:30]1)[C:23]3=[CH:24][C:25](=[O:33])[OH:39])[c:9]([CH2:11][CH3:12])[n:10]2. Yields the product CCc1nc2c(C)cc(C)nc2n1Cc1ccc2c(c1)OCc1ccccc1C2=CC(=O)O. The reactants are NC[C@@H]1CN(C[C@@H]1O)CCN1C(C=CC2=CC=C(C=C12)F)=O (1-{2-[(3R,4R)-3-(aminomethyl)-4-hydroxy-1-pyrrolidinyl]ethyl}-7-fluoro-2(1H)-quinolinone), C1(=C(C(=C(C(=C1F)F)F)N)F)N.Cl.Cl (dihydrochloride), Cl (HCl), O=C1NC2=C(OC1)C=CC(=N2)C=O (3-oxo-3,4-dihydro-2H-pyrido[3,2-b][1,4]oxazine-6-carboxaldehyde), C(C)(=O)O[BH-](OC(C)=O)OC(C)=O.[Na+] (Sodium triacetoxyborohydride). Solvent: C(Cl)Cl (DCM), CCOCC (Et2O), CO (methanol). Run at time 1 hour. Yields the product Cl.Cl.FC1=CC=C2C=CC(N(C2=C1)CCN1C[C@H]([C@H](C1)O)CNCC=1C=CC=2OCC(NC2N1)=O)=O (6-{[({(3R,4R)-1-[2-(7-fluoro-2-oxo-1(2H)-quinolinyl)ethyl]-4-hydroxy-3-pyrrolidinyl}methyl)amino]methyl}-2H-pyrido[3,2-b][1,4]oxazin-3(4H)-one Dihydrochloride). RXN SMILES: [NH2:1][CH2:2][C@H:3]1[C@@H:7]([OH:8])[CH2:6][N:5]([CH2:9][CH2:10][N:11]2[C:20]3[C:15](=[CH:16][CH:17]=[C:18]([F:21])[CH:19]=3)[CH:14]=[CH:13][C:12]2=[O:22])[CH2:4]1.[O:23]=[C:24]1[CH2:29][O:28][C:27]2[CH:30]=[CH:31][C:32]([CH:34]=O)=[N:33][C:26]=2[NH:25]1.C(O[BH-](OC(=O)C)OC(=O)C)(=O)C.[Na+].[ClH:50].C1(N)C(F)=C(F)C(F)=C(N)C=1F.Cl.Cl>CO.CCOCC.C(Cl)Cl>[ClH:50].[ClH:50].[F:21][C:18]1[CH:19]=[C:20]2[C:15]([CH:14]=[CH:13][C:12](=[O:22])[N:11]2[CH2:10][CH2:9][N:5]2[CH2:6][C@H:7]([OH:8])[C@H:3]([CH2:2][NH:1][CH2:34][C:32]3[CH:31]=[CH:30][C:27]4[O:28][CH2:29][C:24](=[O:23])[NH:25][C:26]=4[N:33]=3)[CH2:4]2)=[CH:16][CH:17]=1 |f:2.3,5.6.7,11.12.13|. Procedure details: A solution of 1-{2-[(3R,4R)-3-(aminomethyl)-4-hydroxy-1-pyrrolidinyl]ethyl}-7-fluoro-2(1H)-quinolinone (90 mg; 0.3 mmol) and 3-oxo-3,4-dihydro-2H-pyrido[3,2-b][1,4]oxazine-6-carboxaldehyde (for a synthesis see WO2003087098, Example 31(e)) (53 mg, 0.3 mmol) in methanol (2 mL), DCM (4 mL) was stirred at room temperature overnight. Sodium triacetoxyborohydride (0.127 g; 0.6 mmol) was added and the mixture was stirred at room temperature for 1 hour. The reaction was evaporated and chromatographed on... Reactants: BrC=1N=C2N(C=C(C=C2)C(F)(F)F)C1 (2-bromo-6-trifluoromethyl-imidazo[1,2-a]pyridine), C(C)SC1=C(C=CC(=C1)C(F)(F)F)B1OC(C)(C)C(C)(C)O1 (2-ethylsulfanyl-4-trifluoromethylphenylboronic acid pinacol ester), C1(CCCCC1)P(C1CCCCC1)C1CCCCC1 (tricyclohexylphosphine), P(=O)([O-])([O-])[O-].[K+].[K+].[K+] (tripotassium phosphate). Reagents/catalysts: [Pd].[Pd].C(C1=CC=CC=C1)=CC(=O)C=CC1=CC=CC=C1.C(C1=CC=CC=C1)=CC(=O)C=CC1=CC=CC=C1.C(C1=CC=CC=C1)=CC(=O)C=CC1=CC=CC=C1 (tris(dibenzylideneacetone) dipalladium(0)). Run in O (water), O1CCOCC1 (1,4-dioxane), O (Water). Conditions: temperature 100 celsius, time 4 hour. The product is C(C)SC1=C(C=CC(=C1)C(F)(F)F)C=1N=C2N(C=C(C=C2)C(F)(F)F)C1 (2-(2-ethylsulfanyl-4-trifluoromethylphenyl)-6-trifluoromethyl-imidazo[1,2-a]pyridine). Yield: 80.1%. RXN SMILES: Br[C:2]1[N:3]=[C:4]2[CH:9]=[CH:8][C:7]([C:10]([F:13])([F:12])[F:11])=[CH:6][N:5]2[CH:14]=1.[CH2:15]([S:17][C:18]1[CH:23]=[C:22]([C:24]([F:27])([F:26])[F:25])[CH:21]=[CH:20][C:19]=1B1OC(C)(C)C(C)(C)O1)[CH3:16].C1(P(C2CCCCC2)C2CCCCC2)CCCCC1.P([O-])([O-])([O-])=O.[K+].[K+].[K+]>[Pd].[Pd].C(=CC(C=CC1C=CC=CC=1)=O)C1C=CC=CC=1.C(=CC(C=CC1C=CC=CC=1)=O)C1C=CC=CC=1.C(=CC(C=CC1C=CC=CC=1)=O)C1C=CC=CC=1.O.O1CCOCC1>[CH2:15]([S:17][C:18]1[CH:23]=[C:22]([C:24]([F:26])([F:25])[F:27])[CH:21]=[CH:20][C:19]=1[C:2]1[N:3]=[C:4]2[CH:9]=[CH:8][C:7]([C:10]([F:13])([F:12])[F:11])=[CH:6][N:5]2[CH:14]=1)[CH3:16] |f:3.4.5.6,7.8.9.10.11|. Procedure details: A mixture of 200 mg of 2-bromo-6-trifluoromethyl-imidazo[1,2-a]pyridine, 332 mg of 2-ethylsulfanyl-4-trifluoromethylphenylboronic acid pinacol ester, 21 mg of tris(dibenzylideneacetone) dipalladium(0), 85 mg of tricyclohexylphosphine (18% toluene solution), 480 mg of tripotassium phosphate, 1.5 ml of 1,4-dioxane and 0.5 ml of water was stirred at 100° C. for 4 hours. Water was poured to the cooled reaction mixture, and the mixture was extracted with ethyl acetate. The organic layer was washed wi... Reactants: N1=CC=CC=2OCCC3=C(C21)SC(=C3)C(C(=O)C3=C(C=CC=C3)Cl)Br (6,7-Dihydropyrido[3,2-b]thieno[2,3-d]oxepin-9-yl-(2-chlorophenyl)-2-bromoethanone), NC(=S)N (thiourea), C(C)O (ethanol). Product: N1=CC=CC=2OCCC3=C(C21)SC(=C3)C=3N=C(SC3C3=C(C=CC=C3)Cl)N (4-(6,7-dihydropyrido[3,2-b]thieno[2,3-d]oxepin-9-yl)-(5-(2-chlorophenyl))-thiazol-2-amine). As a reaction SMILES: [N:1]1[C:11]2[C:10]3[S:12][C:13]([CH:15](Br)[C:16]([C:18]4[CH:23]=[CH:22][CH:21]=[CH:20][C:19]=4[Cl:24])=O)=[CH:14][C:9]=3[CH2:8][CH2:7][O:6][C:5]=2[CH:4]=[CH:3][CH:2]=1.[NH2:26][C:27]([NH2:29])=[S:28].C(O)C>>[N:1]1[C:11]2[C:10]3[S:12][C:13]([C:15]4[N:26]=[C:27]([NH2:29])[S:28][C:16]=4[C:18]4[CH:23]=[CH:22][CH:21]=[CH:20][C:19]=4[Cl:24])=[CH:14][C:9]=3[CH2:8][CH2:7][O:6][C:5]=2[CH:4]=[CH:3][CH:2]=1. Reported procedure: 6,7-Dihydropyrido[3,2-b]thieno[2,3-d]oxepin-9-yl-(2-chlorophenyl)-2-bromoethanone from Example 37 (100.0 mg, 0.230 mmol) and thiourea (20.14 mg, 0.264 mmol) were heated in ethanol (5 mL, 80 mmol) for 1 hour. The solvent was evaporated to half of the volume, whereupon the product crystallized upon standing. The product 165 was collected by filtration and washed with cold ethanol (yield 43 mg, 45%). 1H NMR (400 MHz, DMSO) δ 8.15 (d, J=3.2, 1H), 7.66 (d, J=8.2, 1H), 7.54 (t, J=7.6, 2H), 7.47 (t, J=...